Dataset: the Open Reaction Database (ORD), a public repository of structured organic reaction records. Task: describe an organic reaction: reactants, conditions, products, and yield Reaction SMILES: [BH4-:17].[C:1](#[N:2])[c:3]1[cH:4][cH:5][c:6]([CH:9]2[CH2:10][CH2:11][CH:12]([CH:15]=[O:16])[CH2:13][CH2:14]2)[cH:7][cH:8]1.[ClH:19].[Na+:18]>>[C:1](#[N:2])[c:3]1[cH:4][cH:5][c:6]([CH:9]2[CH2:10][CH2:11][CH:12]([CH2:15][OH:16])[CH2:13][CH2:14]2)[cH:7][cH:8]1. Starting materials: [BH4-], N#Cc1ccc(C2CCC(C=O)CC2)cc1, Cl, [Na+]. The product is N#Cc1ccc(C2CCC(CO)CC2)cc1. The reactants are CCCCCCCCCCCCCCCCCCCCCC(=O)NCCCCCC(=O)N1CC(O)CC1C(OCc1ccc(OC)cc1)(c1ccccc1)c1ccc(OC)cc1, O=C1CCC(=O)O1. The product is CCCCCCCCCCCCCCCCCCCCCC(=O)NCCCCCC(=O)N1CC(OC(=O)CCC(=O)O)CC1C(OCc1ccc(OC)cc1)(c1ccccc1)c1ccc(OC)cc1. As a reaction SMILES: [CH3:1][O:2][c:3]1[cH:4][cH:5][c:6]([CH2:9][O:10][C:11]([CH:12]2[N:13]([C:18]([CH2:19][CH2:20][CH2:21][CH2:22][CH2:23][NH:24][C:25]([CH2:26][CH2:27][CH2:28][CH2:29][CH2:30][CH2:31][CH2:32][CH2:33][CH2:34][CH2:35][CH2:36][CH2:37][CH2:38][CH2:39][CH2:40][CH2:41][CH2:42][CH2:43][CH2:44][CH2:45][CH3:46])=[O:47])=[O:48])[CH2:14][CH:15]([OH:17])[CH2:16]2)([c:49]2[cH:50][cH:51][cH:52][cH:53][cH:54]2)[c:55]2[cH:56][cH:57][c:58]([O:61][CH3:62])[cH:59][cH:60]2)[cH:7][cH:8]1.[O:63]=[C:64]1[CH2:65][CH2:66][C:67](=[O:68])[O:69]1>>[CH3:1][O:2][c:3]1[cH:4][cH:5][c:6]([CH2:9][O:10][C:11]([CH:12]2[N:13]([C:18]([CH2:19][CH2:20][CH2:21][CH2:22][CH2:23][NH:24][C:25]([CH2:26][CH2:27][CH2:28][CH2:29][CH2:30][CH2:31][CH2:32][CH2:33][CH2:34][CH2:35][CH2:36][CH2:37][CH2:38][CH2:39][CH2:40][CH2:41][CH2:42][CH2:43][CH2:44][CH2:45][CH3:46])=[O:47])=[O:48])[CH2:14][CH:15]([O:17][C:67]([CH2:66][CH2:65][C:64](=[O:63])[OH:69])=[O:68])[CH2:16]2)([c:49]2[cH:50][cH:51][cH:52][cH:53][cH:54]2)[c:55]2[cH:56][cH:57][c:58]([O:61][CH3:62])[cH:59][cH:60]2)[cH:7][cH:8]1. Starting materials: BrC1=C(C=C(C=C1)Br)[N+](=O)[O-] (2,5-dibromonitrobenzene), Cu. Solvent: CN(C=O)C (dimethylformamide). The product is BrC1=CC(=C(C=C1)C1=C(C=C(C=C1)Br)[N+](=O)[O-])[N+](=O)[O-] (4,4′-dibromo-2,2′-dinitrobiphenyl). The yield is 118.8%. Reaction SMILES: Br[C:2]1[CH:7]=[CH:6][C:5]([Br:8])=[CH:4][C:3]=1[N+:9]([O-:11])=[O:10]>CN(C)C=O>[Br:8][C:5]1[CH:6]=[CH:7][C:2]([C:2]2[CH:7]=[CH:6][C:5]([Br:8])=[CH:4][C:3]=2[N+:9]([O-:11])=[O:10])=[C:3]([N+:9]([O-:11])=[O:10])[CH:4]=1. Procedure details: 2,5-dibromonitrobenzene (12.0 g, 42.7 mmol) was dissolved in dimethylformamide (DMF, 80 ml), Cu (6.0 g, 93.94 mmol) was added thereto, and then the reaction mixture was reacted at 120° C. for 3 hours. The reaction mixture was cooled to room temperature, the insoluble material was filtered off and the filtrate was concentrated. The resultant product was recrystallized in ethanol to obtain 4,4′-dibromo-2,2′-dinitrobiphenyl (10.2 g, 60%). MS [M+] 354.